Dataset: the Open Reaction Database (ORD), a public repository of structured organic reaction records. Task: describe an organic reaction: reactants, conditions, products, and yield Reactants: CS(=O)(=O)OCC(F)(F)F (2,2,2-Trifluoroethyl methansulfonate), [H-].[Na+] (sodium hydride), [N+](=O)([O-])C1=CC=C(C=C1)O (4-nitrophenol), ice water. Solvent: CN(C)P(=O)(N(C)C)N(C)C (HMPT), CN(C)P(=O)(N(C)C)N(C)C (HMPT), CN(C)P(=O)(N(C)C)N(C)C (hexamethylphosphorotriamide), CN(C)P(=O)(N(C)C)N(C)C (HMPT). The product is FC(COC1=CC=C(C=C1)[N+](=O)[O-])(F)F (4-(2,2,2-trifluoroethoxy)nitrobenzene). RXN SMILES: [H-].[Na+].[N+:3]([C:6]1[CH:11]=[CH:10][C:9]([OH:12])=[CH:8][CH:7]=1)([O-:5])=[O:4].CS(O[CH2:18][C:19]([F:22])([F:21])[F:20])(=O)=O>CN(P(N(C)C)(N(C)C)=O)C>[F:20][C:19]([F:22])([F:21])[CH2:18][O:12][C:9]1[CH:10]=[CH:11][C:6]([N+:3]([O-:5])=[O:4])=[CH:7][CH:8]=1 |f:0.1|. Reported procedure: To prewashed sodium hydride (0.61 g, 25.5 mmol) in 10 ml of hexamethylphosphorotriamide (HMPT) is added 4-nitrophenol (3.55 g, 25.5 mmol) in 10 ml of HMPT at 25°-30°. Five ml more of HMPT is added and the mixture is warmed gently to 45°-50° for 30 min. 2,2,2-Trifluoroethyl methansulfonate (5.0 g, 28.0 mmol) and HMPT (1 ml) are then added and the mixture is heated to 146°-151° for 20 hours. The reaction mixture is cooled to RT and is then poured into ice water and extracted with ether (3X). The c...